From a dataset of the Open Reaction Database (ORD), a public repository of structured organic reaction records. describe an organic reaction: reactants, conditions, products, and yield Yields the product CCCS(=O)(=O)Nc1ccc(F)c(C(=O)c2c[nH]c3ncc(OC4CCCC4)cc23)c1F. The reactants are O=C([O-])[O-], CCCS(=O)(=O)Nc1ccc(F)c(C(O)c2c[nH]c3ncc(OC4CCCC4)cc23)c1F, [K+], [K+], [Na+], [Na+], C1CCOC1, O=S([O-])([O-])=S. RXN SMILES: [C:40](=[O:41])([O-:42])[O-:43].[CH:1]1([O:6][c:7]2[cH:8][c:9]3[c:10]([n:11][cH:12]2)[nH:13][cH:14][c:15]3[CH:16]([c:17]2[c:18]([F:31])[c:19]([NH:24][S:25](=[O:26])(=[O:27])[CH2:28][CH2:29][CH3:30])[cH:20][cH:21][c:22]2[F:23])[OH:32])[CH2:2][CH2:3][CH2:4][CH2:5]1.[K+:44].[K+:45].[Na+:38].[Na+:39].[O:46]1[CH2:47][CH2:48][CH2:49][CH2:50]1.[S:33]([O-:34])([O-:35])(=[O:36])=[S:37]>>[CH:1]1([O:6][c:7]2[cH:8][c:9]3[c:10]([n:11][cH:12]2)[nH:13][cH:14][c:15]3[C:16]([c:17]2[c:18]([F:31])[c:19]([NH:24][S:25](=[O:26])(=[O:27])[CH2:28][CH2:29][CH3:30])[cH:20][cH:21][c:22]2[F:23])=[O:32])[CH2:2][CH2:3][CH2:4][CH2:5]1. Starting materials: sulfide, B.C(CC(C)C)SCCC(C)C (borane diisoamyl sulfide), organoborane, [OH-].[Na+] (sodium hydroxide), B.COCCSCCOC (borane bis(2-methoxyethyl) sulfide), CC1([C@H]2CCC(=C)[C@@H]1C2)C ((-)-β-pinene), B.C(CC(C)C)SCCC(C)C (borane diisoamyl sulfide), OO (hydrogen peroxide). Yields the product CC1([C@H]2CC[C@H]([C@@H]1C2)CO)C ((-)-cis-Myrtanol). The yield is 82.0%. As a reaction SMILES: B.C(SCCC(C)C)CC(C)C.B.COCCS[CH2:19][CH2:20][O:21]C.[CH3:23][C:24]1([CH3:32])[C@H:30]2[CH2:31][C@@H:25]1[CH2:26][CH2:27]C2=C.OO.[OH-].[Na+]>>[CH3:23][C:24]1([CH3:32])[C@H:30]2[CH2:31][C@@H:25]1[CH2:26][CH2:27][C@H:19]2[CH2:20][OH:21] |f:0.1,2.3,6.7|. Reported procedure: Hydroborations on a preparative scale were carried out with borane-diisoamyl sulfide and borane-bis(2-methoxyethyl) sulfide for illustrative purposes. Thus (-)-β-pinene (93% ee) was reacted with borane-diisoamyl sulfide and the organoborane intermediate was oxidized with standard 30% hydrogen peroxide and 3M sodium hydroxide used in excess to suppress oxidation of the sulfide. (-)-cis-Myrtanol was isolated by distillation in 82% yield and the sulfide was recovered. Starting materials: Cc1nn(C)c2c1Nc1ncccc1NC2=O, CI, CN(C)C=O, [H-], [Na+], O. The product is Cc1nn(C)c2c1Nc1ncccc1N(C)C2=O. RXN SMILES: [CH3:1][n:2]1[n:3][c:4]([CH3:17])[c:5]2[c:11]1[C:10](=[O:12])[NH:9][c:8]1[c:7]([n:16][cH:15][cH:14][cH:13]1)[NH:6]2.[CH3:20][I:21].[CH3:23][N:24]([CH3:25])[CH:26]=[O:27].[H-:18].[Na+:19].[OH2:22]>>[CH3:1][n:2]1[n:3][c:4]([CH3:17])[c:5]2[c:11]1[C:10](=[O:12])[N:9]([CH3:20])[c:8]1[c:7]([n:16][cH:15][cH:14][cH:13]1)[NH:6]2. Starting materials: O=c1[nH]c2ccc(Br)cc2c2cc[nH]c12, CCC(=O)O, C=Cc1ccccc1. Product: CCC(=O)O, O=c1[nH]c2ccc(C=Cc3ccccc3)cc2c2cc[nH]c12. As a reaction SMILES: [Br:6][c:7]1[cH:8][c:9]2[c:10]3[c:11]([c:12](=[O:17])[nH:13][c:14]2[cH:15][cH:16]1)[nH:18][cH:19][cH:20]3.[CH2:1]([CH3:2])[C:3](=[O:4])[OH:5].[CH2:21]=[CH:22][c:23]1[cH:24][cH:25][cH:26][cH:27][cH:28]1>>[CH2:1]([CH3:2])[C:3](=[O:4])[OH:5].[c:7]1([CH:21]=[CH:22][c:23]2[cH:24][cH:25][cH:26][cH:27][cH:28]2)[cH:8][c:9]2[c:10]3[c:11]([c:12](=[O:17])[nH:13][c:14]2[cH:15][cH:16]1)[nH:18][cH:19][cH:20]3.